Dataset: the Open Reaction Database (ORD), a public repository of structured organic reaction records. Task: describe an organic reaction: reactants, conditions, products, and yield Reactants: N1C=CC2=CC=CC(=C12)C=O (1H-indole-7-carbaldehyde), COS(=O)(=O)OC (dimethylsulfate), [H-].[Na+] (NaH). Run in CN(C)C=O (DMF), CN(C)C=O (DMF). Product: CN1C=CC2=CC=CC(=C12)C=O (1-Methyl-1H-indole-7-carbaldehyde). RXN SMILES: [NH:1]1[C:9]2[C:4](=[CH:5][CH:6]=[CH:7][C:8]=2[CH:10]=[O:11])[CH:3]=[CH:2]1.[CH3:12]OS(OC)(=O)=O.[H-].[Na+]>CN(C=O)C>[CH3:12][N:1]1[C:9]2[C:4](=[CH:5][CH:6]=[CH:7][C:8]=2[CH:10]=[O:11])[CH:3]=[CH:2]1 |f:2.3|. Reported procedure: A solution of 1H-indole-7-carbaldehyde (500 mg, 3.444 mmol) and dimethylsulfate (478 mg, 3.789 mmol) in DMF (3 ml) was cannulated into a suspension of NaH (99 mg, 95% in mineral oil, 4.133 mmol) in DMF (2 ml) at 0° C. The reaction was stirred and allowed to warmed up to room temperature for 1 hour. The reaction was quenched with water and the product was extracted with EtOAC (×2). The organic layers were combined and washed with water, and brine, and dried (MgSO4) and the solution was concentrat... Starting materials: NC1CCC2=CC=CC=C12 ((rac)-1-aminoindan), C(CC)N(S(=O)(=O)C1=CC=C(C(=O)Cl)C=C1)CCC (4-(di-n-propylsulfamoyl) benzoyl chloride). Product: C(CC)N(S(=O)(=O)C1=CC=C(C(=O)NC2CCC3=CC=CC=C23)C=C1)CCC ((rac)-N-(4-(di-n-Propylsulfamoyl)benzoyl)-1-aminoindan). Isolated yield 63.0%. Reaction SMILES: [NH2:1][CH:2]1[C:10]2[C:5](=[CH:6][CH:7]=[CH:8][CH:9]=2)[CH2:4][CH2:3]1.[CH2:11]([N:14]([CH2:27][CH2:28][CH3:29])[S:15]([C:18]1[CH:26]=[CH:25][C:21]([C:22](Cl)=[O:23])=[CH:20][CH:19]=1)(=[O:17])=[O:16])[CH2:12][CH3:13]>>[CH2:27]([N:14]([CH2:11][CH2:12][CH3:13])[S:15]([C:18]1[CH:26]=[CH:25][C:21]([C:22]([NH:1][CH:2]2[C:10]3[C:5](=[CH:6][CH:7]=[CH:8][CH:9]=3)[CH2:4][CH2:3]2)=[O:23])=[CH:20][CH:19]=1)(=[O:17])=[O:16])[CH2:28][CH3:29]. Procedure: The title compound was prepared in 63% yield from (rac)-1-aminoindan (10.0 g, 75.2 mmole) and 4-(di-n-propylsulfamoyl) benzoyl chloride (16.3 g, 53.6 mmole, prepared from probenecid and SOCl2) via a procedure analogous to that described in Ex. 46, followed by crystallization from hexane:EtOAc, mp: 124-5° C. Reactants: C1=CC=CC=2C3=CC=CC=C3NC12 (carbazole), ClCCCCCCO (6-chloro-1-hexanol), CN(C=O)C (dimethyl formamide), C([O-])([O-])=O.[K+].[K+] (potassium carbonate). The solvent is C(C)(=O)OCC (ethyl acetate). Conditions: temperature 150 celsius. Product: C1=CC=CC=2C3=CC=CC=C3N(C12)CCCCCCO (6-carbazol-9-yl-hexan-1-ol). As a reaction SMILES: [CH:1]1[C:13]2[NH:12][C:11]3[C:6](=[CH:7][CH:8]=[CH:9][CH:10]=3)[C:5]=2[CH:4]=[CH:3][CH:2]=1.CN(C)C=O.C(=O)([O-])[O-].[K+].[K+].Cl[CH2:26][CH2:27][CH2:28][CH2:29][CH2:30][CH2:31][OH:32]>C(OCC)(=O)C>[CH:10]1[C:11]2[N:12]([CH2:26][CH2:27][CH2:28][CH2:29][CH2:30][CH2:31][OH:32])[C:13]3[C:5](=[CH:4][CH:3]=[CH:2][CH:1]=3)[C:6]=2[CH:7]=[CH:8][CH:9]=1 |f:2.3.4|. Procedure: To a 500 ml three-neck round bottom flask was added 25 g. carbazole, 218 g. dimethyl formamide, 45.5 g. potassium carbonate and 43 g. 6-chloro-1-hexanol. The reaction mixture was heated at 150° C. for 6 hours, and cooled to room temperature. 500 g. ethyl acetate was added, washed with 250 g water, then 250 g water with 50 g concentrated HCl, then 250 g. saturated brine. The solvent was removed on a rotary evaporator to yield 58 g of a brown semi-solid. The crude product was purified using a sili... Starting materials: NCCN1N=C(C=CC1=O)C1=CC=CC=C1 (2-(2-aminoethyl)-6-phenylpyridazin-3(2H)-one), ClC=1C=CN=C2C=C(C=NC12)OC (8-chloro-3-methoxy-1,5-naphthyridine), CC(C)O (iPrOH). Conditions: temperature 150 celsius. The product is COC1=CC=C2C(=CC=NC2=C1)NCCN1N=C(C=CC1=O)C1=CC=CC=C1 (2-(2-(7-Methoxyquinolin-4-ylamino)ethyl)-6-phenylpyridazin-3(2H)-one). Reaction SMILES: [NH2:1][CH2:2][CH2:3][N:4]1[C:9](=[O:10])[CH:8]=[CH:7][C:6]([C:11]2[CH:16]=[CH:15][CH:14]=[CH:13][CH:12]=2)=[N:5]1.Cl[C:18]1[CH:19]=[CH:20][N:21]=[C:22]2[C:27]=1N=[CH:25][C:24]([O:28][CH3:29])=[CH:23]2.[CH3:30]C(O)C>>[CH3:29][O:28][C:24]1[CH:23]=[C:22]2[C:27]([C:18]([NH:1][CH2:2][CH2:3][N:4]3[C:9](=[O:10])[CH:8]=[CH:7][C:6]([C:11]4[CH:16]=[CH:15][CH:14]=[CH:13][CH:12]=4)=[N:5]3)=[CH:19][CH:20]=[N:21]2)=[CH:30][CH:25]=1. Procedure details: A mixture of 2-(2-aminoethyl)-6-phenylpyridazin-3(2H)-one (60 mg, 743 μmol) and 8-chloro-3-methoxy-1,5-naphthyridine (55 mg, 282 μmol) in iPrOH (2 mL) was heated to 150° C. for 15 min under microwave. The mixture was filtered and the filtrate was chromatographed on silica with 2-5% (2N NH3-MeOH) in CH2Cl2 to give the product as a white solid (60 mg). MS (ESI pos. ion) calc'd for C21H19N5O2: 373.1; found 374.2 (MH+). 1H NMR (400 MHz, Chloroform-d) δ ppm 3.81-3.89 (m, 2 H) 3.92 (d, J=1.37 Hz, 3 H)... Reactants: CCOC(=O)CCCCc1cc2ccccc2n1-c1cccnc1, CO, [Na+], [OH-], O. Yields the product O=C(O)CCCCc1cc2ccccc2n1-c1cccnc1. Reaction SMILES: [CH2:1]([CH3:2])[O:3][C:4](=[O:5])[CH2:6][CH2:7][CH2:8][CH2:9][c:10]1[n:11](-[c:19]2[cH:20][n:21][cH:22][cH:23][cH:24]2)[c:12]2[cH:13][cH:14][cH:15][cH:16][c:17]2[cH:18]1.[CH3:27][OH:28].[Na+:26].[OH-:25].[OH2:29]>>[O:3]=[C:4]([OH:5])[CH2:6][CH2:7][CH2:8][CH2:9][c:10]1[n:11](-[c:19]2[cH:20][n:21][cH:22][cH:23][cH:24]2)[c:12]2[cH:13][cH:14][cH:15][cH:16][c:17]2[cH:18]1. Reactants: C(=O)(O)[O-].[Na+] (NaHCO3), NC(C(CC(C(=O)NCCCC)C)O)CC1CCCCC1 (δ-Amino-N-butyl-γ-hydroxy-α-methyl-cyclohexanehexanamide), CC(CCC=O)C (4-methylvaleraldehyde), [BH-](OC(=O)C)(OC(=O)C)OC(=O)C.[Na+] (NaBH(OAc)3), C(Cl)Cl (CH2Cl2). The solvent is C(C)(=O)O (acetic acid). Run at time 16 hour. Product: [NH4+].[OH-] (NH4OH), Cl.C(CCC)NC(C(CC(C(CC1CCCCC1)NCCCC(C)C)O)C)=O (N-Butyl-γ-hydroxy-α-methyl-δ-[(4-methylpentyl)amino]cyclohexanehexanamide hydrochloride). Isolated yield 59.0%. As a reaction SMILES: [NH2:1][CH:2]([CH2:15][CH:16]1[CH2:21][CH2:20][CH2:19][CH2:18][CH2:17]1)[CH:3]([OH:14])[CH2:4][CH:5]([CH3:13])[C:6]([NH:8][CH2:9][CH2:10][CH2:11][CH3:12])=[O:7].[CH3:22][CH:23]([CH3:28])[CH2:24][CH2:25][CH:26]=O.[BH-](OC(C)=O)(OC(C)=O)OC(C)=O.[Na+].C([O-])(O)=O.[Na+].C(Cl)[Cl:49]>C(O)(=O)C>[NH4+:1].[OH-:7].[ClH:49].[CH2:9]([NH:8][C:6](=[O:7])[CH:5]([CH3:13])[CH2:4][CH:3]([OH:14])[CH:2]([NH:1][CH2:26][CH2:25][CH2:24][CH:23]([CH3:28])[CH3:22])[CH2:15][CH:16]1[CH2:17][CH2:18][CH2:19][CH2:20][CH2:21]1)[CH2:10][CH2:11][CH3:12] |f:2.3,4.5,8.9,10.11|. Procedure: To a solution of [αS-(αR*,γR*,δR*)]δ-amino-N-butyl-γ-hydroxy-α-methyl-cyclohexanehexanamide (II: 0.17 g, 0.57 mmol) and 4-methylvaleraldehyde (0.063 g, 0.63 mmol) in CH2Cl2 (3 mL) was added NaBH(OAc)3 (0.181 g, 0.86 mmol) and glacial acetic acid (0.05 mL). The mixture was stirred at r.t. for 16 h. The reaction was made basic (pH=8) by the addition of sat aqueous NaHCO3 and extracted with CH2Cl2. The organic extracts were washed with brine, dried (Na2SO4), filtered and concentrated in vacuo. Sili... Starting materials: C(C)(=O)N1CCC(CC1)C=1OC2=C(C1)C=CC=C2 (1-acetyl-4-(2-benzofuranyl)-piperidine), [H-].[Al+3].[Li+].[H-].[H-].[H-] (lithium aluminium hydride). The solvent is O1CCCC1 (tetrahydrofuran), O1CCCC1 (tetrahydrofuran). The product is C(C)N1CCC(CC1)C=1OC2=C(C1)C=CC=C2 (1-ethyl-4-(2-benzofuranyl)-piperidine). Reaction SMILES: [C:1]([N:4]1[CH2:9][CH2:8][CH:7]([C:10]2[O:11][C:12]3[CH:18]=[CH:17][CH:16]=[CH:15][C:13]=3[CH:14]=2)[CH2:6][CH2:5]1)(=O)[CH3:2].[H-].[Al+3].[Li+].[H-].[H-].[H-]>O1CCCC1>[CH2:1]([N:4]1[CH2:9][CH2:8][CH:7]([C:10]2[O:11][C:12]3[CH:18]=[CH:17][CH:16]=[CH:15][C:13]=3[CH:14]=2)[CH2:6][CH2:5]1)[CH3:2] |f:1.2.3.4.5.6|. Procedure: Analogously to Example 10, 8.0 g of 1-acetyl-4-(2-benzofuranyl)-piperidine in 100 ml of tetrahydrofuran is reduced with 12.0 g of lithium aluminium hydride in 150 ml of tetrahydrofuran, whereby the reaction mixture is refluxed for 15 hours. The crude 1-ethyl-4-(2-benzofuranyl)-piperidine obtained is converted into the hydrochloride which, after recrystallisation from ethyl acetate, melts at 198°. Reactants: CC(C)(C)[O-], COc1ccc(CCl)cc1, O=C(NCC12CC3CC(CC(C3)C1)C2)c1cc(I)ccc1Cl, [K+], C1CCOC1, O. Product: COc1ccc(CN(CC23CC4CC(CC(C4)C2)C3)C(=O)c2cc(I)ccc2Cl)cc1. RXN SMILES: [CH3:1][C:2]([CH3:3])([O-:4])[CH3:5].[CH3:29][O:30][c:31]1[cH:32][cH:33][c:34]([CH2:35][Cl:36])[cH:37][cH:38]1.[Cl:7][c:8]1[c:9]([C:10](=[O:11])[NH:12][CH2:13][C:14]23[CH2:15][CH:16]4[CH2:17][CH:18]([CH2:19][CH:20]([CH2:21]2)[CH2:22]4)[CH2:23]3)[cH:24][c:25]([I:28])[cH:26][cH:27]1.[K+:6].[O:40]1[CH2:41][CH2:42][CH2:43][CH2:44]1.[OH2:39]>>[Cl:7][c:8]1[c:9]([C:10](=[O:11])[N:12]([CH2:13][C:14]23[CH2:15][CH:16]4[CH2:17][CH:18]([CH2:19][CH:20]([CH2:21]2)[CH2:22]4)[CH2:23]3)[CH2:35][c:34]2[cH:33][cH:32][c:31]([O:30][CH3:29])[cH:38][cH:37]2)[cH:24][c:25]([I:28])[cH:26][cH:27]1. The reactants are ClCCl, O=C(O)C(F)(F)F, Cc1ccc(S(=O)(=O)n2ccc3c(CN4C(=O)CCCC45CCN(C(=O)OC(C)(C)C)CC5)cccc32)cc1. The product is Cc1ccc(S(=O)(=O)n2ccc3c(CN4C(=O)CCCC45CCNCC5)cccc32)cc1. RXN SMILES: [Cl:40][CH2:41][Cl:42].[F:43][C:44]([F:45])([F:46])[C:47]([OH:48])=[O:49].[O:1]=[C:2]1[N:3]([CH2:20][c:21]2[c:22]3[cH:23][cH:24][n:25]([S:30](=[O:31])(=[O:32])[c:33]4[cH:34][cH:35][c:36]([CH3:37])[cH:38][cH:39]4)[c:26]3[cH:27][cH:28][cH:29]2)[C:4]2([CH2:5][CH2:6][CH2:7]1)[CH2:8][CH2:9][N:10]([C:13]([O:14][C:15]([CH3:16])([CH3:17])[CH3:18])=[O:19])[CH2:11][CH2:12]2>>[O:1]=[C:2]1[N:3]([CH2:20][c:21]2[c:22]3[cH:23][cH:24][n:25]([S:30](=[O:31])(=[O:32])[c:33]4[cH:34][cH:35][c:36]([CH3:37])[cH:38][cH:39]4)[c:26]3[cH:27][cH:28][cH:29]2)[C:4]2([CH2:5][CH2:6][CH2:7]1)[CH2:8][CH2:9][NH:10][CH2:11][CH2:12]2. Starting materials: O=C1CCC1, CC(=O)O, Nc1ccc(O)cc1F, N#C[Na]. The product is N#CC1(Nc2ccc(O)cc2F)CCC1. Reaction SMILES: [C:13]1(=[O:17])[CH2:14][CH2:15][CH2:16]1.[CH3:18][C:19](=[O:20])[OH:21].[NH2:4][c:5]1[c:6]([F:12])[cH:7][c:8]([OH:11])[cH:9][cH:10]1.[Na:1][C:2]#[N:3]>>[C:2](#[N:3])[C:13]1([NH:4][c:5]2[c:6]([F:12])[cH:7][c:8]([OH:11])[cH:9][cH:10]2)[CH2:14][CH2:15][CH2:16]1.